This data is from the Open Reaction Database (ORD), a public repository of structured organic reaction records. The task is: describe an organic reaction: reactants, conditions, products, and yield The reactants are CC(=C[C@@H]1[C@@H](C1(C)C)C(=O)O)C (cis chrysanthemic acid), C(CCC)S (butanethiol). Solvent: C1(=CC=CC=C1)C (toluene). Reaction conditions: time 1 hour. Product: CC(=CC1C(C1(C)C)C(=O)O)C (chrysanthemic acid). Yield: 90.0%. RXN SMILES: [CH3:1][C:2]([CH3:12])=[CH:3][C@H:4]1[C:6]([CH3:8])([CH3:7])[C@H:5]1[C:9]([OH:11])=[O:10].C(S)CCC>C1(C)C=CC=CC=1>[CH3:1][C:2]([CH3:12])=[CH:3][CH:4]1[C:6]([CH3:7])([CH3:8])[CH:5]1[C:9]([OH:11])=[O:10]. Reported procedure: To a solution of cis chrysanthemic acid (1.0 g) in toluene (9 g) was added butanethiol (107 mg). Irradiation with a high pressure mercury lamp (100 W) was made for one hour. After the reaction was over, similar after-treatment as in Example 1 was applied to obtain chrysanthemic acid (0.9 g). A part of the product was converted to ethyl ester in a usual manner. Gas chromatography assay of the product gave the following isomer ratio: cis, 5.2%; and trans, 94.8%. The reactants are C1CCOC1, CCCCCC(OC)c1cccc(-c2csc(NC(=O)c3cc(F)c(C=C(C)C(=O)OCC)c(F)c3)n2)c1F, CO, Cl, [Na+], [OH-]. The product is CCCCCC(OC)c1cccc(-c2csc(NC(=O)c3cc(F)c(C=C(C)C(=O)O)c(F)c3)n2)c1F. Reaction SMILES: [CH2:1]1[O:2][CH2:3][CH2:4][CH2:5]1.[CH2:8]([CH3:9])[O:10][C:11]([C:12](=[CH:13][c:14]1[c:15]([F:44])[cH:16][c:17]([C:21]([NH:22][c:23]2[s:24][cH:25][c:26](-[c:28]3[c:29]([F:42])[c:30]([CH:34]([CH2:35][CH2:36][CH2:37][CH2:38][CH3:39])[O:40][CH3:41])[cH:31][cH:32][cH:33]3)[n:27]2)=[O:43])[cH:18][c:19]1[F:20])[CH3:45])=[O:46].[CH3:48][OH:49].[ClH:47].[Na+:7].[OH-:6]>>[O:10]=[C:11]([C:12](=[CH:13][c:14]1[c:15]([F:44])[cH:16][c:17]([C:21]([NH:22][c:23]2[s:24][cH:25][c:26](-[c:28]3[c:29]([F:42])[c:30]([CH:34]([CH2:35][CH2:36][CH2:37][CH2:38][CH3:39])[O:40][CH3:41])[cH:31][cH:32][cH:33]3)[n:27]2)=[O:43])[cH:18][c:19]1[F:20])[CH3:45])[OH:46].